Dataset: the Open Reaction Database (ORD), a public repository of structured organic reaction records. Task: describe an organic reaction: reactants, conditions, products, and yield Yields the product N1=C(C=CC=C1)C(=O)NC1=CC=C(C=C1)OC(N(C1=CC=CC=C1)C)=O (Methyl-phenyl-carbamic acid 4-[(pyridine-2-carbonyl)-amino]-phenyl ester). RXN SMILES: [OH:1][C:2]1[CH:7]=[CH:6][C:5]([NH:8][C:9]([C:11]2[CH:16]=[CH:15][CH:14]=[CH:13][N:12]=2)=[O:10])=[CH:4][CH:3]=1.[CH3:17][N:18]([C:22]1[CH:27]=[CH:26][CH:25]=[CH:24][CH:23]=1)[C:19](Cl)=[O:20]>>[N:12]1[CH:13]=[CH:14][CH:15]=[CH:16][C:11]=1[C:9]([NH:8][C:5]1[CH:4]=[CH:3][C:2]([O:1][C:19](=[O:20])[N:18]([CH3:17])[C:22]2[CH:27]=[CH:26][CH:25]=[CH:24][CH:23]=2)=[CH:7][CH:6]=1)=[O:10]. Procedure: The title product was prepared from pyridine-2-carboxylic acid (4-hydroxy-phenyl)-amide and N-methyl-N-phenylcarbamoyl chloride. The crude product was subjected to preparative HPLC (41%,). HPLC-MS: m/z=348.1 (M+1); Rt: 4.00 min. The reactants are OC1=CC=C(C=C1)NC(=O)C1=NC=CC=C1 (pyridine-2-carboxylic acid (4-hydroxy-phenyl)-amide), CN(C(=O)Cl)C1=CC=CC=C1 (N-methyl-N-phenylcarbamoyl chloride), crude product. Reactants: [Cl-].[NH4+] (ammonium chloride), Cl (hydrochloric acid), CCOCC (ether), solution, [H-].C(C(C)C)[Al+]CC(C)C (diisobutylaluminum hydride), C(C(C)C)C=1C=C(C#N)C=CC1 (3-isobutylbenzonitrile), solution, [H-].C(C(C)C)[Al+]CC(C)C (diisobutylaluminum hydride). Run in C1(=CC=CC=C1)C (toluene), C1(=CC=CC=C1)C (toluene), C1(=CC=CC=C1)C (toluene). Conditions: temperature 25 celsius, time 2 hour. The product is C(C(C)C)C=1C=C(C=O)C=CC1 (3-isobutylbenzaldehyde). RXN SMILES: [CH2:1]([C:5]1[CH:6]=[C:7]([CH:10]=[CH:11][CH:12]=1)[C:8]#N)[CH:2]([CH3:4])[CH3:3].[H-].C([Al+]CC(C)C)C(C)C.[Cl-].[NH4+].Cl.CC[O:28]CC>C1(C)C=CC=CC=1>[CH2:1]([C:5]1[CH:6]=[C:7]([CH:10]=[CH:11][CH:12]=1)[CH:8]=[O:28])[CH:2]([CH3:4])[CH3:3] |f:1.2,3.4|. Reported procedure: To a solution of 3-isobutylbenzonitrile (7.0 g) in toluene (150 ml) was added a 1.5M solution of diisobutylaluminum hydride in toluene (88 ml) at 25° C. over 30 minutes and the mixture was stirred at 25° C. for 2 hours. Another 1.5M solution of diisobutylaluminum hydride in toluene (30 ml) was added, and the mixture was stirred at 25° C. for 1 hour. The mixture was poured into a mixture of ether, aqueous ammonium chloride and 1N hydrochloric acid. The organic layer was separated, washed with wat... Reactants: CC1CCC(CC1)=O (4-Methylcyclohexanone), CN1C(C(=CC(=C1)[N+](=O)[O-])[N+](=O)[O-])=O (1-methyl-3,5-dinitro-2-pyridone), N (ammonia). The solvent is C(Cl)(Cl)Cl (CHCl3). Yields the product CC1CC=2C=C(C=NC2CC1)[N+](=O)[O-] (5,6,7,8-Tetrahydro-6-methyl-3-nitro-quinoline). Yield: 72.7%. Reaction SMILES: [CH3:1][CH:2]1[CH2:7][CH2:6][C:5](=O)[CH2:4][CH2:3]1.C[N:10]1[CH:15]=[C:14]([N+:16]([O-:18])=[O:17])[CH:13]=C([N+]([O-])=O)C1=O.N>C(Cl)(Cl)Cl>[CH3:1][CH:2]1[CH2:7][CH2:6][C:5]2[N:10]=[CH:15][C:14]([N+:16]([O-:18])=[O:17])=[CH:13][C:4]=2[CH2:3]1. Procedure details: 4-Methylcyclohexanone (170 mg, 1.52 mmol) was mixed with 1-methyl-3,5-dinitro-2-pyridone (300 mg, 1.51 mmol) in 1M methanolic ammonia (30 mL, 30 mmol). The solution was heated at gentle reflux for 3 h. Evaporation of the solvent gave an orange residue which was suspended in CHCl3 and flash chromatographed over silica gel (16 g) eluting with EtOAc/hexane (1:10) to afford a white solid (211 mg, 73% yield): mp 50°-52° C. Starting materials: C1(=C(C(=C(C(=C1F)F)F)N)F)N.Cl.Cl (dihydrochloride), C1=CC(=C2C=CC=C3C4=CC=C(C=C4C1=C23)C(=O)Cl)C(=O)Cl (fluoranthene-3,9-dicarbonyl chloride), C(C=C)N(CCCO)CC=C (3-diallylaminopropanol). Solvent: C(Cl)(Cl)Cl (chloroform), C(Cl)(Cl)Cl (chloroform). Yields the product C(C=C)N(CCCOC(=O)C=1C=CC=2C3=CC(=CC=C3C3=CC=CC1C23)C(=O)OCCCN(CC=C)CC=C)CC=C (bis(3-diallylaminopropyl)fluoranthene-3,9-dicarboxylate), 605. Yield: 1.0%. Reaction SMILES: [CH:1]1[C:15]2=[C:16]3[C:8]([C:9]4[C:14]2=[CH:13][C:12]([C:17](Cl)=[O:18])=[CH:11][CH:10]=4)=[CH:7][CH:6]=[CH:5][C:4]3=[C:3]([C:20](Cl)=[O:21])[CH:2]=1.[CH2:23]([N:26]([CH2:31][CH:32]=[CH2:33])[CH2:27][CH2:28][CH2:29][OH:30])[CH:24]=[CH2:25].[C:34]1([NH2:45])[C:39](F)=[C:38](F)C(F)=C(N)C=1F.Cl.Cl>C(Cl)(Cl)Cl>[CH2:31]([N:26]([CH2:23][CH:24]=[CH2:25])[CH2:27][CH2:28][CH2:29][O:30][C:20]([C:3]1[CH:2]=[CH:1][C:15]2[C:14]3[C:9]([C:8]4[C:16]=2[C:4]=1[CH:5]=[CH:6][CH:7]=4)=[CH:10][CH:11]=[C:12]([C:17]([O:18][CH2:17][CH2:12][CH2:11][N:45]([CH2:34][CH:39]=[CH2:38])[CH2:15][CH:1]=[CH2:2])=[O:18])[CH:13]=3)=[O:21])[CH:32]=[CH2:33] |f:2.3.4|. Reported procedure: To 500 ml of chloroform is added 9.8 g (0.03 mole) of fluoranthene-3,9-dicarbonyl chloride and 9.3 g (0.06 mole) of 3-diallylaminopropanol and the solution is refluxed for 16 hours. The dihydrochloride salt is converted to the free base by treating the chloroform solution with saturated aqueous sodium bicarbonate, separation of the organic and water layer, drying the organic layer over anhydrous magnesium sulfate and finally removing the solvent in vacuo. The residue is dissolved in butanone and... Product: CN1CCN(c2ccc(-c3cnc4c(c3)C(Oc3c(F)ccc(F)c3Cl)CCN4)cn2)CC1. The reactants are CN1CCN(c2ccc(-c3cnc4c(c3)C(O)CCN4)cn2)CC1, CO, Oc1c(F)ccc(F)c1Cl, ClCCl. Reaction SMILES: [CH3:1][N:2]1[CH2:3][CH2:4][N:5]([c:8]2[cH:9][cH:10][c:11](-[c:14]3[cH:15][c:16]4[c:21]([n:22][cH:23]3)[NH:20][CH2:19][CH2:18][CH:17]4[OH:24])[cH:12][n:13]2)[CH2:6][CH2:7]1.[CH3:35][OH:36].[Cl:25][c:26]1[c:27]([OH:34])[c:28]([F:33])[cH:29][cH:30][c:31]1[F:32].[Cl:37][CH2:38][Cl:39]>>[CH3:1][N:2]1[CH2:3][CH2:4][N:5]([c:8]2[cH:9][cH:10][c:11](-[c:14]3[cH:15][c:16]4[c:21]([n:22][cH:23]3)[NH:20][CH2:19][CH2:18][CH:17]4[O:24][c:27]3[c:26]([Cl:25])[c:31]([F:32])[cH:30][cH:29][c:28]3[F:33])[cH:12][n:13]2)[CH2:6][CH2:7]1. Starting materials: COC(=O)C(=O)Cl, Nc1ccc(F)cc1F. Product: COC(=O)C(=O)Nc1ccc(F)cc1F. As a reaction SMILES: [Cl:10][C:11]([C:12](=[O:13])[O:14][CH3:15])=[O:16].[F:1][c:2]1[c:3]([NH2:4])[cH:5][cH:6][c:7]([F:9])[cH:8]1>>[F:1][c:2]1[c:3]([NH:4][C:11]([C:12](=[O:13])[O:14][CH3:15])=[O:16])[cH:5][cH:6][c:7]([F:9])[cH:8]1.